This data is from the Open Reaction Database (ORD), a public repository of structured organic reaction records. The task is: describe an organic reaction: reactants, conditions, products, and yield The reactants are S1CNCC1 (thiazolidine), C1C(CCC2=CC=CC=C12)CC(=O)N1[C@H](C(=O)O)CCC1 (1-(1,2,3,4-tetrahydronaphthalen-2-ylacetyl)-L-proline), N1CCCC1 (pyrrolidine), C1(CCC2=CC=CC=C12)CC(=O)C1[C@H](NCS1)C(=O)O (3-(2-indanylacetyl]-L-thioproline). Product: C1C(CCC2=CC=CC=C12)CC(=O)N1[C@H](C(=O)N2CCCC2)CCC1 (1-[1-(1,2,3,4-tetrahydronaphthalen-2-ylacetyl)-L-prolyl]pyrrolidine). Yield: 46.0%. As a reaction SMILES: C1C2C(=CC=CC=2)CCC1C[C:12]([N:14]1[CH2:21][CH2:20][CH2:19][C@H:15]1C(O)=O)=[O:13].[NH:22]1[CH2:26][CH2:25][CH2:24][CH2:23]1.[CH:27]1([CH2:36][C:37](C2SCN[C@@H]2C(O)=O)=[O:38])[C:35]2[C:30](=[CH:31][CH:32]=[CH:33][CH:34]=2)[CH2:29][CH2:28]1.S1CCN[CH2:48]1>>[CH2:48]1[C:35]2[C:30](=[CH:31][CH:32]=[CH:33][CH:34]=2)[CH2:29][CH2:28][CH:27]1[CH2:36][C:37]([N:22]1[CH2:26][CH2:25][CH2:24][C@H:23]1[C:12]([N:14]1[CH2:21][CH2:20][CH2:19][CH2:15]1)=[O:13])=[O:38]. Procedure: Colorless crystals of 1-[1-(1,2,3,4-tetrahydronaphthalen-2-ylacetyl)-L-prolyl]pyrrolidine were prepared in the same manner as in Example 1, except that 1-(1,2,3,4-tetrahydronaphthalen-2-ylacetyl)-L-proline and pyrrolidine were used instead of 3-(2-indanylacetyl]-L-thioproline and thiazolidine, respectively (yield: 46%). Starting materials: CC(=O)Cl, CCOC(C)=O, [H-], [Na+], CN(C)C=O, Nc1cnc(-c2ccncn2)c(-c2ccco2)n1. Yields the product CC(=O)Nc1cnc(-c2ccncn2)c(-c2ccco2)n1. Reaction SMILES: [CH3:21][C:22]([Cl:23])=[O:24].[CH3:30][CH2:31][O:32][C:33](=[O:34])[CH3:35].[H-:1].[Na+:2].[O:25]=[CH:26][N:27]([CH3:28])[CH3:29].[o:3]1[c:4](-[c:8]2[c:9](-[c:15]3[n:16][cH:17][n:18][cH:19][cH:20]3)[n:10][cH:11][c:12]([NH2:14])[n:13]2)[cH:5][cH:6][cH:7]1>>[o:3]1[c:4](-[c:8]2[c:9](-[c:15]3[n:16][cH:17][n:18][cH:19][cH:20]3)[n:10][cH:11][c:12]([NH:14][C:22]([CH3:21])=[O:24])[n:13]2)[cH:5][cH:6][cH:7]1.